Dataset: the Open Reaction Database (ORD), a public repository of structured organic reaction records. Task: describe an organic reaction: reactants, conditions, products, and yield Starting materials: [N+](=O)([O-])C1=CC=C(CN(C2=NOC=C2)CC2=CC=C(C=C2)[N+](=O)[O-])C=C1 (N,N-bis(4-nitrobenzyl)isoxazol-3-amine), [N+](=O)([O-])C1=CC=C(CN(C2=CC=CC=C2)CC2=CC=C(C=C2)[N+](=O)[O-])C=C1 (N,N-bis(4-nitrobenzyl)aniline). Yields the product NC1=CC=C(CN(C2=NOC=C2)CC2=CC=C(C=C2)N)C=C1 (N,N-bis(4-aminobenzyl)isoxazol-3-amine). The yield is 79.0%. RXN SMILES: [N+:1]([C:4]1[CH:26]=[CH:25][C:7]([CH2:8][N:9]([CH2:15][C:16]2[CH:21]=[CH:20][C:19]([N+:22]([O-])=O)=[CH:18][CH:17]=2)[C:10]2[CH:14]=[CH:13][O:12][N:11]=2)=[CH:6][CH:5]=1)([O-])=O.[N+](C1C=CC(CN(CC2C=CC([N+]([O-])=O)=CC=2)C2C=CC=CC=2)=CC=1)([O-])=O>>[NH2:1][C:4]1[CH:5]=[CH:6][C:7]([CH2:8][N:9]([CH2:15][C:16]2[CH:21]=[CH:20][C:19]([NH2:22])=[CH:18][CH:17]=2)[C:10]2[CH:14]=[CH:13][O:12][N:11]=2)=[CH:25][CH:26]=1. Reported procedure: The title compound was prepared using the methods from Example 1B substituting the product from Example 33A for the product from Example 1A to provide the title compound (0.32 g, 79% yield). Starting materials: CO, O=[N+]([O-])c1cnc2cc(-c3ccccc3)ccc2c1NCCOc1ccccc1. Product: Nc1cnc2cc(-c3ccccc3)ccc2c1NCCOc1ccccc1. As a reaction SMILES: [CH3:30][OH:31].[N+:1]([O-:2])(=[O:3])[c:4]1[cH:5][n:6][c:7]2[cH:8][c:9](-[c:24]3[cH:25][cH:26][cH:27][cH:28][cH:29]3)[cH:10][cH:11][c:12]2[c:13]1[NH:14][CH2:15][CH2:16][O:17][c:18]1[cH:19][cH:20][cH:21][cH:22][cH:23]1>>[NH2:1][c:4]1[cH:5][n:6][c:7]2[cH:8][c:9](-[c:24]3[cH:25][cH:26][cH:27][cH:28][cH:29]3)[cH:10][cH:11][c:12]2[c:13]1[NH:14][CH2:15][CH2:16][O:17][c:18]1[cH:19][cH:20][cH:21][cH:22][cH:23]1. The reactants are CCOC(=O)C1C(C=C(Cl)Cl)C1(C)C, CO, Cl, [Na+], [OH-], O. As a reaction SMILES: [CH2:1]([CH3:2])[O:3][C:4](=[O:5])[CH:6]1[C:7]([CH3:13])([CH3:14])[CH:8]1[CH:9]=[C:10]([Cl:11])[Cl:12].[CH3:15][OH:16].[ClH:19].[Na+:18].[OH-:17].[OH2:20]>>[O:3]=[C:4]([OH:5])[CH:6]1[C:7]([CH3:13])([CH3:14])[CH:8]1[CH:9]=[C:10]([Cl:11])[Cl:12]. Product: CC1(C)C(C=C(Cl)Cl)C1C(=O)O. The reactants are C(C)(=O)C=1C=CC(=C(C=O)C1)O (5-acetyl-2-hydroxybenzaldehyde), BrCC=1SC=C(N1)C(C)(C)C (2-bromomethyl-4-tert-butylthiazole), C([O-])([O-])=O.[K+].[K+] (potassium carbonate), [I-].[K+] (potassium iodide), ice water. Run in CN(C=O)C (N,N-dimethylformamide). Reaction conditions: time 5 hour. Product: C(C)(C)(C)C=1N=C(SC1)C=1OC2=C(C1)C=C(C=C2)C(C)=O (4-tert-butyl-2-(5-acetylbenzofuran-2-yl)thiazole). Reaction SMILES: [C:1]([C:4]1[CH:5]=[CH:6][C:7]([OH:12])=[C:8]([CH:11]=1)[CH:9]=O)(=[O:3])[CH3:2].Br[CH2:14][C:15]1[S:16][CH:17]=[C:18]([C:20]([CH3:23])([CH3:22])[CH3:21])[N:19]=1.C(=O)([O-])[O-].[K+].[K+].[I-].[K+]>CN(C)C=O>[C:20]([C:18]1[N:19]=[C:15]([C:14]2[O:12][C:7]3[CH:6]=[CH:5][C:4]([C:1](=[O:3])[CH3:2])=[CH:11][C:8]=3[CH:9]=2)[S:16][CH:17]=1)([CH3:23])([CH3:22])[CH3:21] |f:2.3.4,5.6|. Procedure: A mixture of 5-acetyl-2-hydroxybenzaldehyde (1.68 g), 2-bromomethyl-4-tert-butylthiazole, potassium carbonate (1.24 g) and potassium iodide (0.59 g) in N,N-dimethylformamide (10 ml) was stirred at room temperature for 5 hours. The resulting mixture was poured into ice-water and extracted with ethyl acetate. The organic layer was washed with brine, dried over magnesium sulfate and concentrated under reduced pressure. A mixture of the resulting syrup and acetic anhydride in xylene was stirred unde...